This data is from the Open Reaction Database (ORD), a public repository of structured organic reaction records. The task is: describe an organic reaction: reactants, conditions, products, and yield Starting materials: ClC=1C=C(C=NC1)OC[C@H]1N(CC1)C(=O)OC(C)(C)C (5-chloro-3-(N-t-butoxycarbonyl-2-(S)-azetidinylmethoxy)pyridine). Run in C=O (HCHO), C(=O)O (HCOOH). The product is ClC=1C=C(C=NC1)OC[C@H]1N(CC1)C (5-chloro-3-((1-methyl-2-(S)-azetidinyl)methoxy)pyridine). Reaction SMILES: [Cl:1][C:2]1[CH:3]=[C:4]([O:8][CH2:9][C@@H:10]2[CH2:13][CH2:12][N:11]2[C:14](OC(C)(C)C)=O)[CH:5]=[N:6][CH:7]=1>C=O.C(O)=O>[Cl:1][C:2]1[CH:3]=[C:4]([O:8][CH2:9][C@@H:10]2[CH2:13][CH2:12][N:11]2[CH3:14])[CH:5]=[N:6][CH:7]=1. Reported procedure: A 500 mg sample of 5-chloro-3-(N-t-butoxycarbonyl-2-(S)-azetidinylmethoxy)pyridine, prepared as in Example 39a above, was dissolved in 3 mL of 37% HCHO and 1.5 mL of HCOOH, and the reaction mixture was stirred at 100° C. for 40 minutes. The reaction was quenched by addition of H2O. The mixture was adjusted to pH 7 with NaHCO3 and extracted with methylene chloride, the extract was dried over MgSO4, and the solvent was removed to give the title compound (181 mg). MS (DCI/NH3) m/e: 213/215 (M+H)+. ... Starting materials: S(=O)(=O)(O)O.C(C=C)OCC(CO)O (3-allyloxy-1,2-dihydroxypropane monosulfate), C(C=C)(=O)[O-].[Na+] (sodium acrylate), solution. Solvent: O (water). The product is C(C=C)OCC(CO)O (3-allyloxy-1,2-dihydroxypropane), S(O)(O)(=O)=O (sulfuric acid). RXN SMILES: C([O-])(=O)C=C.[Na+].[S:7]([OH:11])([OH:10])(=[O:9])=[O:8].[CH2:12]([O:15][CH2:16][CH:17]([OH:20])[CH2:18][OH:19])[CH:13]=[CH2:14]>O>[CH2:12]([O:15][CH2:16][CH:17]([OH:20])[CH2:18][OH:19])[CH:13]=[CH2:14].[S:7](=[O:9])(=[O:8])([OH:11])[OH:10] |f:0.1,2.3|. Procedure details: In the same polymerization reaction as used in Example 1, the polymerization by the procedure of Example 1 was carried out, except that 250 g of purified water, 410 g of an aqueous 35% sodium acrylate, and 140 g of an aqueous 40% solution of 3-allyloxy-1,2-dihydroxypropane monosulfate obtained by the reaction of 1 mole of 3-allyloxy-1,2-dihydroxypropane with 0.5 mole of sulfuric acid. The reaction produced a aqueous solution of a water-soluble copolymer (7). The conversion was 94% and the number... Starting materials: NC=1C(=NC(=CC1)C1=CCC2(OCCO2)CC1)C(=O)OCC (ethyl 3-amino-6-(1,4-dioxaspiro[4.5]dec-7-en-8-yl)pyridine-2-carboxylate), NC=1C(=NC(=CC1)C1=CCC2(OCCO2)CC1)C(=O)OCC (ethyl 3-amino-6-(1,4-dioxaspiro[4.5]dec-7-en-8-yl)pyridine-2-carboxylate), N#N (N2). The reagents and catalysts are [Pd] (Pd/C). The solvent is CCO (EtOH). Reaction conditions: time 24 hour. The product is NC=1C(=NC(=CC1)C1CCC2(OCCO2)CC1)C(=O)OCC (Ethyl 3-amino-6-(1,4-dioxaspiro[4.5]dec-8-yl)pyridine-2-carboxylate). Reaction SMILES: [NH2:1][C:2]1[C:3]([C:18]([O:20][CH2:21][CH3:22])=[O:19])=[N:4][C:5]([C:8]2[CH2:17][CH2:16][C:11]3([O:15][CH2:14][CH2:13][O:12]3)[CH2:10][CH:9]=2)=[CH:6][CH:7]=1.N#N>CCO.[Pd]>[NH2:1][C:2]1[C:3]([C:18]([O:20][CH2:21][CH3:22])=[O:19])=[N:4][C:5]([CH:8]2[CH2:9][CH2:10][C:11]3([O:15][CH2:14][CH2:13][O:12]3)[CH2:16][CH2:17]2)=[CH:6][CH:7]=1. Procedure: 10% Pd/C (345 mg, 0.0812 mmol) was added to a solution of ethyl 3-amino-6-(1,4-dioxaspiro[4.5]dec-7-en-8-yl)pyridine-2-carboxylate (Compound 232F, 247 mg, 0.812 mmol) in EtOH (5.0 mL). The flask containing this mixture was subjected to 3 cycles of evacuation and N2 purging. After the 4th evacuation the flask was purged with H2 and allowed to stir for 24 hours. The reaction mixture was filtered through celite, the filter cake was washed with MeOH and DCM. The combined filtrate was concentrated to...